From a dataset of the Open Reaction Database (ORD), a public repository of structured organic reaction records. describe an organic reaction: reactants, conditions, products, and yield The reactants are intermediate ( 22 ), C(Cl)Cl (DCM), CO (methanol), C(=O)([O-])[O-].[Ca+2] (CaCO3), [I-].[Cl-].[Cl-].C[N+](CC1=CC=CC=C1)(C)C.C[N+](CC1=CC=CC=C1)(C)C.C[N+](CC1=CC=CC=C1)(C)C (N,N,N-trimethylbenzene-methanaminium dichlorideiodide). The solvent is O (water). The product is ClC1=CC(=C(C(=C1CN)C)OC)I (6-chloro-4-iodo-3-methoxy-2-methylbenzylamine). The yield is 49.3%. RXN SMILES: C(Cl)Cl.[CH3:4][OH:5].C([O-])([O-])=O.[Ca+2].[I-:11].[Cl-:12].[Cl-].C[N+:15](C)(C)[CH2:16][C:17]1[CH:22]=[CH:21][CH:20]=[CH:19][CH:18]=1.[CH3:25][N+](C)(C)CC1C=CC=CC=1.C[N+](C)(C)CC1C=CC=CC=1>O>[Cl:12][C:18]1[C:17]([CH2:16][NH2:15])=[C:22]([CH3:21])[C:4]([O:5][CH3:25])=[C:20]([I:11])[CH:19]=1 |f:2.3,4.5.6.7.8.9|. Procedure details: A mixture of intermediate (22) (0.23 mol), DCM (200 ml), methanol (70 ml) and CaCO3 (0.3 mol) was stirred at room temperature. N,N,N-trimethylbenzene-methanaminium dichlorideiodide (0.23 mol) was added portionwise. The reaction mixture was stirred and refluxed for 2 hours. The mixture was cooled, then taken up into water. This mixture was extracted with DCM. The combined organic layers were washed with water, dried, filtered and the solvent was evaporated. The residue was purified by column chro...